Dataset: the Open Reaction Database (ORD), a public repository of structured organic reaction records. Task: describe an organic reaction: reactants, conditions, products, and yield Reactants: N[C@@H](CC1=CC(=C(C=C1)O)C(C)(C)C)C(=O)NC (Tyr(3-tBu)-NHMe), C(C)=O (acetaldehyde), ClCCl (dichloromethane), [BH4-].[Na+] (sodium borohydride). Solvent: O (water). Product: N([C@@H](CC1=CC(=C(C=C1)O)C(C)(C)C)C(=O)NC)CC (N-Et-Tyr(3-tBu)-NHMe). The yield is 89.8%. Reaction SMILES: [NH2:1][C@H:2]([C:15]([NH:17][CH3:18])=[O:16])[CH2:3][C:4]1[CH:9]=[CH:8][C:7]([OH:10])=[C:6]([C:11]([CH3:14])([CH3:13])[CH3:12])[CH:5]=1.[CH:19](=O)[CH3:20].ClCCl.[BH4-].[Na+]>O>[NH:1]([CH2:19][CH3:20])[C@H:2]([C:15]([NH:17][CH3:18])=[O:16])[CH2:3][C:4]1[CH:9]=[CH:8][C:7]([OH:10])=[C:6]([C:11]([CH3:14])([CH3:12])[CH3:13])[CH:5]=1 |f:3.4|. Procedure: A mixture of Tyr(3-tBu)-NHMe (1.7 g, 6.8 mmol), acetaldehyde (0.76 ml, 13.6 mmol) and dichloromethane (10 ml) was stirred under cooling with ice for 30 min. The reaction mixture was concentrated under reduced pressure under cooling with ice; the thus obtained residue was mixed with methanol (20 ml) and then under cooling with ice with sodium borohydride (0.28 g, 7.4 mmol) and stirred at the same temperature for 15 min. The resultant was mixed with water and extracted with dichloromethane. The or... Starting materials: ice, O=S1OC[C@@H](N1CC1=CC=CC=C1)C(C)C ((4S)-2-oxo-3-benzyl-4-isopropyl-1,2,3-oxathiazolidine), I(=O)(=O)(=O)[O-].[Na+] (sodium periodate). The reagents and catalysts are [Ru](Cl)(Cl)Cl (ruthenium chloride). The solvent is C(C)#N (acetonitrile), O (water). Reaction conditions: time 1 hour. Yields the product O=S1(OC[C@@H](N1CC1=CC=CC=C1)C(C)C)=O ((4S)-2,2-Dioxo-3-benzyl-4-isopropyl-1,2,3-oxathiazolidine). Yield: 29.7%. Reaction SMILES: [O:1]=[S:2]1[N:6]([CH2:7][C:8]2[CH:13]=[CH:12][CH:11]=[CH:10][CH:9]=2)[C@@H:5]([CH:14]([CH3:16])[CH3:15])[CH2:4][O:3]1.I([O-])(=O)(=O)=[O:18].[Na+]>C(#N)C.O.[Ru](Cl)(Cl)Cl>[O:1]=[S:2]1(=[O:18])[N:6]([CH2:7][C:8]2[CH:9]=[CH:10][CH:11]=[CH:12][CH:13]=2)[C@@H:5]([CH:14]([CH3:16])[CH3:15])[CH2:4][O:3]1 |f:1.2|. Reported procedure: To an ice-cooled solution of (4S)-2-oxo-3-benzyl-4-isopropyl-1,2,3-oxathiazolidine (6.00 g, 25.07 mmol) in acetonitrile (45 mL) and water (45.0 mL) was added ruthenium chloride (5.20 mg, 0.025 mmol) followed by sodium periodate (8.04 g, 37.6 mmol). The mixture was stirred for 1 h as ice bath melted and the reaction was gradually warmed to room temperature. The mixture was extracted with ether (3×50 mL). The combined organic extracts were washed with brine (100 mL), dried (MgSO4), filtered, then ... The reactants are C(C)NC(NC1=CC(=C(C=N1)C=1C=C2C(C(=CN(C2=CC1)[C@H](CO)C(C)(C)C)C(=O)OCC)=O)C=1SC=C(N1)C(F)(F)F)=O ((S)-ethyl 6-(6-(3-ethylureido)-4-(4-(trifluoromethyl)thiazol-2-yl)pyridin-3-yl)-1-(1-hydroxy-3,3-dimethylbutan-2-yl)-4-oxo-1,4-dihydroquinoline-3-carboxylate), [OH-].[Li+] (lithium hydroxide), Cl (HCl). The solvent is O1CCCC1 (tetrahydrofuran), CO (methanol), O (water). Conditions: temperature 100 celsius. Yields the product C(C)NC(NC1=CC(=C(C=N1)C=1C=C2C(C(=CN(C2=CC1)[C@H](CO)C(C)(C)C)C(=O)O)=O)C=1SC=C(N1)C(F)(F)F)=O ((S)-6-(6-(3-ethylureido)-4-(4-(trifluoromethyl)thiazol-2-yl)pyridin-3-yl)-1-(1-hydroxy-3,3-dimethylbutan-2-yl)-4-oxo-1,4-dihydroquinoline-3-carboxylic acid). The yield is 35.2%. As a reaction SMILES: [CH2:1]([NH:3][C:4](=[O:44])[NH:5][C:6]1[N:11]=[CH:10][C:9]([C:12]2[CH:13]=[C:14]3[C:19](=[CH:20][CH:21]=2)[N:18]([C@@H:22]([C:25]([CH3:28])([CH3:27])[CH3:26])[CH2:23][OH:24])[CH:17]=[C:16]([C:29]([O:31]CC)=[O:30])[C:15]3=[O:34])=[C:8]([C:35]2[S:36][CH:37]=[C:38]([C:40]([F:43])([F:42])[F:41])[N:39]=2)[CH:7]=1)[CH3:2].[OH-].[Li+].Cl>O1CCCC1.CO.O>[CH2:1]([NH:3][C:4](=[O:44])[NH:5][C:6]1[N:11]=[CH:10][C:9]([C:12]2[CH:13]=[C:14]3[C:19](=[CH:20][CH:21]=2)[N:18]([C@@H:22]([C:25]([CH3:28])([CH3:27])[CH3:26])[CH2:23][OH:24])[CH:17]=[C:16]([C:29]([OH:31])=[O:30])[C:15]3=[O:34])=[C:8]([C:35]2[S:36][CH:37]=[C:38]([C:40]([F:41])([F:43])[F:42])[N:39]=2)[CH:7]=1)[CH3:2] |f:1.2|. Reported procedure: To a solution of (S)-ethyl 6-(6-(3-ethylureido)-4-(4-(trifluoromethyl)thiazol-2-yl)pyridin-3-yl)-1-(1-hydroxy-3,3-dimethylbutan-2-yl)-4-oxo-1,4-dihydroquinoline-3-carboxylate (Example 104, 212.7 mg, 0.34 mmol) in tetrahydrofuran (1 mL) and methanol (1 mL) was added 2 M lithium hydroxide (0.253 mL, 0.51 mmol). The reaction mixture was heated at 100° C. for 15 min in a microwave reactor. The reaction mixture was cooled to room temperature and diluted with water. 1 N HCl was added until pH 3-4 was ... The reactants are Cc1ccc2c(c1)C(C)(C)CC(c1ccccc1N)N2, ClCCl, O=S(=O)(Cl)c1cccc(F)c1, O, c1ccncc1. Yields the product Cc1ccc2c(c1)C(C)(C)CC(c1ccccc1NS(=O)(=O)c1cccc(F)c1)N2. As a reaction SMILES: [CH3:1][C:2]1([CH3:20])[CH2:3][CH:4]([c:13]2[c:14]([NH2:15])[cH:16][cH:17][cH:18][cH:19]2)[NH:5][c:6]2[cH:7][cH:8][c:9]([CH3:12])[cH:10][c:11]21.[Cl:38][CH2:39][Cl:40].[F:27][c:28]1[cH:29][c:30]([S:34](=[O:35])(=[O:36])[Cl:37])[cH:31][cH:32][cH:33]1.[OH2:41].[cH:21]1[cH:22][cH:23][n:24][cH:25][cH:26]1>>[CH3:1][C:2]1([CH3:20])[CH2:3][CH:4]([c:13]2[c:14]([NH:15][S:34]([c:30]3[cH:29][c:28]([F:27])[cH:33][cH:32][cH:31]3)(=[O:35])=[O:36])[cH:16][cH:17][cH:18][cH:19]2)[NH:5][c:6]2[cH:7][cH:8][c:9]([CH3:12])[cH:10][c:11]21.